From a dataset of the Open Reaction Database (ORD), a public repository of structured organic reaction records. describe an organic reaction: reactants, conditions, products, and yield Starting materials: C(#N)C1=C(C=C(C=N1)NS(=O)(=O)CCNC(OC(C)(C)C)=O)NC1=NC(=CC(=C1)C)C (tert-butyl [2-({6-cyano-5-[(4,6-dimethylpyridin-2-yl)amino]pyridin-3-yl}sulfamoyl)ethyl]carbamate), FC(C(=O)O)(F)F (trifluoroacetic acid). The solvent is ClCCl (dichloromethane). Conditions: time 1 hour. The product is NCCS(=O)(=O)NC=1C=NC(=C(C1)NC1=NC(=CC(=C1)C)C)C#N (2-amino-N-{6-cyano-5-[(4,6-dimethylpyridin-2-yl)amino]pyridin-3-yl}ethanesulfonamide). As a reaction SMILES: [C:1]([C:3]1[N:8]=[CH:7][C:6]([NH:9][S:10]([CH2:13][CH2:14][NH:15]C(=O)OC(C)(C)C)(=[O:12])=[O:11])=[CH:5][C:4]=1[NH:23][C:24]1[CH:29]=[C:28]([CH3:30])[CH:27]=[C:26]([CH3:31])[N:25]=1)#[N:2].FC(F)(F)C(O)=O>ClCCl>[NH2:15][CH2:14][CH2:13][S:10]([NH:9][C:6]1[CH:7]=[N:8][C:3]([C:1]#[N:2])=[C:4]([NH:23][C:24]2[CH:29]=[C:28]([CH3:30])[CH:27]=[C:26]([CH3:31])[N:25]=2)[CH:5]=1)(=[O:12])=[O:11]. Reported procedure: To a solution of tert-butyl [2-({6-cyano-5-[(4,6-dimethylpyridin-2-yl)amino]pyridin-3-yl}sulfamoyl)ethyl]carbamate (100 mg, 0.22 mmol) in dichloromethane (1.8 mL) was added trifluoroacetic acid (0.26 mL, 3.4 mmol). The reaction mixture was stirred for 1 hour at room temperature. The reaction mixture was concentrated under reduced pressure to afford 2-amino-N-{6-cyano-5-[(4,6-dimethylpyridin-2-yl)amino]pyridin-3-yl}ethanesulfonamide, which was used without further purification. MS ESI calc'd. for... Reaction SMILES: [CH3:1][C@@H:2]([CH2:9][CH3:10])[CH2:3][C:4]1[O:5][CH:6]=[CH:7][CH:8]=1.[Li]CCCC.[CH3:16][Sn:17](Cl)([CH3:19])[CH3:18]>C1COCC1>[CH3:1][C@@H:2]([CH2:9][CH3:10])[CH2:3][C:4]1[O:5][C:6]([Sn:17]([CH3:19])([CH3:18])[CH3:16])=[CH:7][CH:8]=1. Reaction conditions: temperature -78 celsius, time 20 minute. The product is C[C@H](CC=1OC(=CC1)[Sn](C)(C)C)CC ((S)-2-(2-methylbutyl)-5-trimethylstannylfuran). Procedure details: A solution of (S)-2-(2-methylbutyl)furan (4.10 g, 29.7 mmol) in dry THF (100 mL) was cooled to −78° C., and a solution of n-BuLi (2.5 M, 18.0 mL, 45.0 mmol) was then added slowly. This mixture was stirred at −78° C. for additional 20 minutes, and then allowed to warm to room temperature and stirred at room temperature for 60 minutes, before it was cooled back to −78° C. A solution of trimethylstannyl chloride (1.0 M, 45 mL, 45.0 mmol) was added slowly. This mixture was stirred at −78° C. for 1 h... Run in C1CCOC1 (THF). Starting materials: [Li]CCCC (n-BuLi), C[C@H](CC=1OC=CC1)CC ((S)-2-(2-methylbutyl)furan), C[Sn](C)(C)Cl (trimethylstannyl chloride). Starting materials: CC=1SC2=C(N1)C=C(C=C2)OCCCCl (2-methyl-5-(3-chloropropoxyl)-benzothiazole), C(#N)C=1C=C2C(=CNC2=CC1)C=1CCNCC1 (5-cyano-3-(1,2,3,6-tetrahydropyridin-4-yl)-1H-indole), [I-].[K+] (potassium iodide). Run in O (water), [OH-].[NH4+] (ammonium hydroxide), C(C)(=O)OCC (ethyl acetate), C(C)#N (acetonitrile). Product: C(#N)C=1C=C2C(=CNC2=CC1)C1=CCN(CC1)CCCOC=1C=CC2=C(N=C(S2)C)C1 (5-{3-[4-(5-cyanoindol-3-yl)-1,2,5,6-tetrahydropyrid-1-yl]propoxy}-2-methylbenzothiazole). The yield is 37.6%. As a reaction SMILES: [CH3:1][C:2]1[S:3][C:4]2[CH:10]=[CH:9][C:8]([O:11][CH2:12][CH2:13][CH2:14]Cl)=[CH:7][C:5]=2[N:6]=1.[C:16]([C:18]1[CH:19]=[C:20]2[C:24](=[CH:25][CH:26]=1)[NH:23][CH:22]=[C:21]2[C:27]1[CH2:28][CH2:29][NH:30][CH2:31][CH:32]=1)#[N:17].[I-].[K+]>C(#N)C.O.[OH-].[NH4+].C(OCC)(=O)C>[C:16]([C:18]1[CH:19]=[C:20]2[C:24](=[CH:25][CH:26]=1)[NH:23][CH:22]=[C:21]2[C:27]1[CH2:28][CH2:29][N:30]([CH2:14][CH2:13][CH2:12][O:11][C:8]2[CH:9]=[CH:10][C:4]3[S:3][C:2]([CH3:1])=[N:6][C:5]=3[CH:7]=2)[CH2:31][CH:32]=1)#[N:17] |f:2.3,6.7|. Procedure: A mixture of 2-methyl-5-(3-chloropropoxyl)-benzothiazole (3 g, 12.4 mmol), 5-cyano-3-(1,2,3,6-tetrahydropyridin-4-yl)-1H-indole (3 g, 13.4 mmol) and a catalytic amount of potassium iodide in 50 ml of acetonitrile was stirred at 80° C. overnight. The reaction mixture was cooled, diluted with water, ammonium hydroxide and ethyl acetate. The two phases were separated and the aqueous phase was extracted with ethyl acetate twice. The organic phases were combined, washed with brined, dried over sodium... Starting materials: ClCC(=O)Cl (chloroacetyl chloride), Cl (HCl), NC1=CC=2C3=CC=CC=C3C(NC2C=C1)=O (2-amino-6(5H)-phenanthridinone), C([O-])(O)=O.[Na+] (sodium bicarbonate). Solvent: C(C)(=O)OCC (ethyl acetate). Run at time 2 day. Product: O=C1NC=2C=CC(=CC2C2=CC=CC=C12)NC(CCl)=O (N-(6-oxo-5,6-dihydro-phenanthridin-2-yl)-chloroacetamide). Isolated yield 83.5%. Reaction SMILES: Cl.[NH2:2][C:3]1[CH:16]=[CH:15][C:14]2[NH:13][C:12](=[O:17])[C:11]3[C:6](=[CH:7][CH:8]=[CH:9][CH:10]=3)[C:5]=2[CH:4]=1.C(=O)(O)[O-].[Na+].[Cl:23][CH2:24][C:25](Cl)=[O:26]>C(OCC)(=O)C>[O:17]=[C:12]1[C:11]2[C:6](=[CH:7][CH:8]=[CH:9][CH:10]=2)[C:5]2[CH:4]=[C:3]([NH:2][C:25](=[O:26])[CH2:24][Cl:23])[CH:16]=[CH:15][C:14]=2[NH:13]1 |f:2.3|. Reported procedure: To a suspension of HCl salt of 2-amino-6(5H)-phenanthridinone (3.4 g, 0.014 mol) in ethyl acetate (200 mL) was added saturated solution of sodium bicarbonate (200 mL), followed by addition of chloroacetyl chloride (5.6 mL, 0.07 mol). The reaction mixture was stirred at room temperature for 2 days. The solid that separated out was filtered and washed thoroughly with cold water. It was then dried under vacuum to give N-(6-oxo-5,6-dihydro-phenanthridin-2-yl)-chloroacetamide (3.35 gm, 85%). The reactants are CCOC(=O)C(Cc1ccccc1)CC(Cc1ccccc1)C(=O)NCCC(=O)O, C1COCCN1, C(=NC1CCCCC1)=NC1CCCCC1. Product: CCOC(=O)C(Cc1ccccc1)CC(Cc1ccccc1)C(=O)NCCC(=O)N1CCOCC1. RXN SMILES: [CH2:1]([CH3:2])[O:3][C:4](=[O:5])[CH:6]([CH2:7][CH:8]([C:9](=[O:10])[NH:11][CH2:12][CH2:13][C:14](=[O:15])[OH:16])[CH2:17][c:18]1[cH:19][cH:20][cH:21][cH:22][cH:23]1)[CH2:24][c:25]1[cH:26][cH:27][cH:28][cH:29][cH:30]1.[CH2:31]1[CH2:32][O:33][CH2:34][CH2:35][NH:36]1.[CH:37]1([N:38]=[C:39]=[N:40][CH:41]2[CH2:42][CH2:43][CH2:44][CH2:45][CH2:46]2)[CH2:47][CH2:48][CH2:49][CH2:50][CH2:51]1>>[CH2:1]([CH3:2])[O:3][C:4](=[O:5])[CH:6]([CH2:7][CH:8]([C:9](=[O:10])[NH:11][CH2:12][CH2:13][C:14](=[O:15])[N:36]1[CH2:31][CH2:32][O:33][CH2:34][CH2:35]1)[CH2:17][c:18]1[cH:19][cH:20][cH:21][cH:22][cH:23]1)[CH2:24][c:25]1[cH:26][cH:27][cH:28][cH:29][cH:30]1. Reactants: CC(C)([O-])C.[K+] (potassium tert-butoxide), NC1=C(C=C(C=C1)O)[N+](=O)[O-] (4-Amino-3-nitrophenol), C(C1=CC=CC=C1)Br (benzyl bromide). Solvent: CN(C)C=O (DMF), CN(C)C=O (DMF). Conditions: temperature 0 celsius, time 30 minute. Yields the product C(C1=CC=CC=C1)OC1=CC(=C(N)C=C1)[N+](=O)[O-] (4-benzyloxy-2-nitroaniline). The yield is 80.8%. RXN SMILES: [NH2:1][C:2]1[CH:7]=[CH:6][C:5]([OH:8])=[CH:4][C:3]=1[N+:9]([O-:11])=[O:10].CC(C)([O-])C.[K+].[CH2:18](Br)[C:19]1[CH:24]=[CH:23][CH:22]=[CH:21][CH:20]=1>CN(C=O)C>[CH2:18]([O:8][C:5]1[CH:6]=[CH:7][C:2]([NH2:1])=[C:3]([N+:9]([O-:11])=[O:10])[CH:4]=1)[C:19]1[CH:24]=[CH:23][CH:22]=[CH:21][CH:20]=1 |f:1.2|. Reported procedure: 4-Amino-3-nitrophenol (25 g, 162.2 mmol) was dissolved in DMF and cooled to 0° C. 1M potassium tert-butoxide (162.2 mL) was added dropwise over 20 min. After stirring 30 min at 0° C., benzyl bromide (19.8 mL, 162.2 mmol) in DMF was added dropwise. After 30 min at 0° C., the reaction was quenched with NH4Cl solution. 4-benzyloxy-2-nitroaniline (32 g, 131 mmol) was isolated by filtration. MS(CI, NH3) m/e 245 (M+1)+. The reactants are C1(=CC=CC=C1)CN(CC1=CC=CC=C1)[C@H]([C@@H](CNCC(C)C)O)CC1=CC=CC=C1 (N-[3(S)-[N,N-bis(phenylmethyl)amino]-2(R)-hydroxy-4-phenylbutyl]-N-isobutylamine), O1COC2=C1C=CC(=C2)S(=O)(=O)Cl (1,3-benzodioxole-5-sulfonyl chloride), C(C(=O)O)(=O)O (oxalic acid), C([O-])([O-])=O.[K+].[K+] (potassium carbonate). Solvent: O (water), C(C)(=O)OCC (Ethyl acetate), O1CCOCC1 (1,4-dioxane), O (water), O1CCOCC1 (1,4-dioxane). Reaction conditions: time 2 hour. Yields the product O1COC2=C1C=CC(=C2)S(=O)(=O)N(CC(C)C)C[C@H]([C@H](CC2=CC=CC=C2)N(CC2=CC=CC=C2)CC2=CC=CC=C2)O (1-[N-[(1,3-benzodioxol-5-yl)sulfonyl]-N-(2-methylpropyl)amino]-3(S)-[bis(phenylmethyl)amino]-4-phenyl-2(R)-butanol). Yield: 105.0%. RXN SMILES: [C:1]1([CH2:7][N:8]([C@@H:16]([CH2:25][C:26]2[CH:31]=[CH:30][CH:29]=[CH:28][CH:27]=2)[C@H:17]([OH:24])[CH2:18][NH:19][CH2:20][CH:21]([CH3:23])[CH3:22])[CH2:9][C:10]2[CH:15]=[CH:14][CH:13]=[CH:12][CH:11]=2)[CH:6]=[CH:5][CH:4]=[CH:3][CH:2]=1.C(O)(=O)C(O)=O.C(=O)([O-])[O-].[K+].[K+].[O:44]1[C:48]2[CH:49]=[CH:50][C:51]([S:53](Cl)(=[O:55])=[O:54])=[CH:52][C:47]=2[O:46][CH2:45]1>O.O1CCOCC1.C(OCC)(=O)C>[O:44]1[C:48]2[CH:49]=[CH:50][C:51]([S:53]([N:19]([CH2:18][C@@H:17]([OH:24])[C@@H:16]([N:8]([CH2:9][C:10]3[CH:15]=[CH:14][CH:13]=[CH:12][CH:11]=3)[CH2:7][C:1]3[CH:2]=[CH:3][CH:4]=[CH:5][CH:6]=3)[CH2:25][C:26]3[CH:31]=[CH:30][CH:29]=[CH:28][CH:27]=3)[CH2:20][CH:21]([CH3:23])[CH3:22])(=[O:54])=[O:55])=[CH:52][C:47]=2[O:46][CH2:45]1 |f:2.3.4|. Reported procedure: To a 5000 mL, 3-necked flask fitted with a mechanical stirrer was added N-[3(S)-[N,N-bis(phenylmethyl)amino]-2(R)-hydroxy-4-phenylbutyl]-N-isobutylamine.oxalic acid salt (354.7 g, 0.7 mole) and 1,4-dioxane (2000 mL). A solution of potassium carbonate (241.9 g, 1.75 moles) in water (250 mL) was then added. The resultant heterogeneous mixture was stirred for 2 hours at room temperature followed by the addition of 1,3-benzodioxole-5-sulfonyl chloride (162.2 g, 0.735 mole) dissolved in 1,4-dioxane (...